This data is from the Open Reaction Database (ORD), a public repository of structured organic reaction records. The task is: describe an organic reaction: reactants, conditions, products, and yield The reactants are O=C(CC=1C=C(N)C=CC1)N1CCCC1 (3-(2-oxo-2-pyrrolidin-1-ylethyl)aniline), [H-].[Al+3].[Li+].[H-].[H-].[H-] (lithium aluminium hydride), O (water), [OH-].[Na+] (sodium hydroxide), O (water). Solvent: O1CCCC1 (tetrahydrofuran). Run at time 1 hour. Product: N1(CCCC1)CCC=1C=C(N)C=CC1 (3-(2-pyrrolidin-1-ylethyl)aniline). The yield is 41.8%. As a reaction SMILES: O=[C:2]([N:11]1[CH2:15][CH2:14][CH2:13][CH2:12]1)[CH2:3][C:4]1[CH:5]=[C:6]([CH:8]=[CH:9][CH:10]=1)[NH2:7].[H-].[Al+3].[Li+].[H-].[H-].[H-].O.[OH-].[Na+]>O1CCCC1>[N:11]1([CH2:2][CH2:3][C:4]2[CH:5]=[C:6]([CH:8]=[CH:9][CH:10]=2)[NH2:7])[CH2:15][CH2:14][CH2:13][CH2:12]1 |f:1.2.3.4.5.6,8.9|. Reported procedure: To a solution of 1.46 g of 3-(2-oxo-2-pyrrolidin-1-ylethyl)aniline obtained in stage b) below in 100 mL of tetrahydrofuran are added, under argon, 1.08 g of lithium aluminium hydride. The reaction mixture is stirred for one hour at room temperature and then cooled to 0° C. and treated successively with 1.08 mL of water, 1.08 mL of 15% (by weight) sodium hydroxide solution and 3.24 mL of water. The solid formed is filtered off and washed with ethyl acetate, and the filtrate is concentrated under ... The reactants are C(CC)N1C(C(C2=CC=CC=C12)=O)=O (1-propylindoline-2,3-dione), CC=1C=C2C(C(NC2=CC1)=O)=O (5-methyl isatin), BrCCC (1-bromo-propane). Product: CC=1C=C2C(C(N(C2=CC1)CCC)=O)=O (5-methyl-1-propylindoline-2,3-dione). Reaction SMILES: [CH2:1]([N:4]1[C:12]2[C:7](=[CH:8][CH:9]=[CH:10][CH:11]=2)[C:6](=[O:13])[C:5]1=[O:14])[CH2:2][CH3:3].[CH3:15]C1C=C2C(=CC=1)NC(=O)C2=O.BrCCC>>[CH3:15][C:9]1[CH:8]=[C:7]2[C:12](=[CH:11][CH:10]=1)[N:4]([CH2:1][CH2:2][CH3:3])[C:5](=[O:14])[C:6]2=[O:13]. Reported procedure: Was prepared in an analogous manner to 1-propylindoline-2,3-dione using 5-methyl isatin (purchased from Fisher Scientific) and 1-bromo-propane (purchase from Fisher Scientific). 1H NMR δ 7.41 (m, 2H), 6.80 (d, 1H), 3.67 (t, 2H), 2.33 (s, 3H), 1.72 (m, 2H), 0.99 (t, 3H). The solvent is O (water), C(C)O (ethanol). Product: C(C)OC(=O)C=1C(=NC(=C(C1C(=O)OCC)[N+](=O)[O-])C1=CC=CC=C1)S(=O)(=O)O (3,4-Diethoxycarbonyl-5-nitro-6-phenyl-2-sulfopyridine). Reactants: S(=O)([O-])[O-].[Na+].[Na+] (sodium sulfite), ClC1=NC(=C(C(=C1C(=O)OCC)C(=O)OCC)[N+](=O)[O-])C1=CC=CC=C1 (2-chloro-3,4-diethoxycarbonyl-5-nitro-6-phenylpyridine). As a reaction SMILES: [S:1]([O-:4])([O-:3])=[O:2].[Na+].[Na+].Cl[C:8]1[C:13]([C:14]([O:16][CH2:17][CH3:18])=[O:15])=[C:12]([C:19]([O:21][CH2:22][CH3:23])=[O:20])[C:11]([N+:24]([O-:26])=[O:25])=[C:10]([C:27]2[CH:32]=[CH:31][CH:30]=[CH:29][CH:28]=2)[N:9]=1>O.C(O)C>[CH2:17]([O:16][C:14]([C:13]1[C:8]([S:1]([OH:4])(=[O:3])=[O:2])=[N:9][C:10]([C:27]2[CH:32]=[CH:31][CH:30]=[CH:29][CH:28]=2)=[C:11]([N+:24]([O-:26])=[O:25])[C:12]=1[C:19]([O:21][CH2:22][CH3:23])=[O:20])=[O:15])[CH3:18] |f:0.1.2|. The yield is 59.9%. Reported procedure: A solution of 0.28 g of sodium sulfite in 7 ml of water was added to a solution of 0.70 g of 2-chloro-3,4-diethoxycarbonyl-5-nitro-6-phenylpyridine in 7 ml of ethanol, and the mixture was heated under reflux for minutes. After the reaction mixture was concentrated, the concentrate was acidified with 1N HCl, followed by extraction with ethyl acetate. The extract was washed with an aqueous solution of sodium chloride and dried over magnesium sulfate. After concentration to dryness under reduced pr...